From a dataset of the Open Reaction Database (ORD), a public repository of structured organic reaction records. describe an organic reaction: reactants, conditions, products, and yield The reactants are CC(C)(C)OC(=O)N1CCNCC1, NC(=O)O, CC#N, C1NCC2OC12. Product: OC1CNCC1N1CCNCC1. As a reaction SMILES: [C:11]([O:12][C:13]([CH3:14])([CH3:15])[CH3:16])(=[O:17])[N:18]1[CH2:19][CH2:20][NH:21][CH2:22][CH2:23]1.[C:1](=[O:2])([OH:3])[NH2:4].[CH3:24][C:25]#[N:26].[O:5]1[CH:6]2[CH2:7][NH:8][CH2:9][CH:10]12>>[OH:5][CH:6]1[CH2:7][NH:8][CH2:9][CH:10]1[N:18]1[CH2:19][CH2:20][NH:21][CH2:22][CH2:23]1.